This data is from the Open Reaction Database (ORD), a public repository of structured organic reaction records. The task is: describe an organic reaction: reactants, conditions, products, and yield Starting materials: NC1=C(C=CC=C1)SSC1=C(C=CC=C1)N (bis(2-aminophenyl)disulfide), BrC(C(=O)Cl)(C)C (α-bromo-α-methylpropionic acid chloride). Run in C(C)#N (acetonitrile). Conditions: temperature 40 celsius. The product is O=C1NC2=C(C=CC=C2C1(C)C)SSC=1C=CC=C2C(C(NC12)=O)(C)C (bis(2-oxo-3,3-di-methyl-7-indolinyl)disulfide). Isolated yield 55.2%. As a reaction SMILES: [NH2:1][C:2]1[CH:7]=[CH:6][CH:5]=[CH:4][C:3]=1[S:8][S:9][C:10]1[CH:15]=[CH:14][CH:13]=[CH:12][C:11]=1[NH2:16].Br[C:18]([CH3:23])([CH3:22])[C:19](Cl)=[O:20]>C(#N)C>[O:20]=[C:19]1[C:18]([CH3:23])([CH3:22])[C:12]2[C:11](=[C:10]([S:9][S:8][C:3]3[CH:4]=[CH:5][CH:6]=[C:7]4[C:2]=3[NH:1][C:19](=[O:20])[C:18]4([CH3:23])[CH3:22])[CH:15]=[CH:14][CH:13]=2)[NH:16]1. Procedure: In a stream of nitrogen, 12.4 g of bis(2-aminophenyl)disulfide was added to 100 ml of acetonitrile, and further added thereto was 18.6 g of α-bromo-α-methylpropionic acid chloride. The resulting mixture was heated under reflux for 3 hours. After removal of acetonitrile, 100 ml of ethylene chloride was added to the reaction product, and gradually added thereto was 28 g of anhydrous aluminium chloride at room temperature. After the conclusion of the additional materials, the mixture was heated for... Reactants: CC(=O)O, CONc1nccc2ccoc12, ClCCl, [Zn]. Product: Nc1nccc2ccoc12. As a reaction SMILES: [CH3:13][C:14](=[O:15])[OH:16].[CH3:1][O:2][NH:3][c:4]1[n:5][cH:6][cH:7][c:8]2[c:9]1[o:10][cH:11][cH:12]2.[Cl:17][CH2:18][Cl:19].[Zn:20]>>[NH2:3][c:4]1[n:5][cH:6][cH:7][c:8]2[c:9]1[o:10][cH:11][cH:12]2. Reactants: FC(C1=CC=C(OC2=CC=C(C=C2)O)C=C1)(F)F (4-(4-trifluoromethylphenoxy)phenol), ClC(C(=O)O)C (α-chloropropionic acid), aqueous solution, [OH-].[Na+] (sodium hydroxide). Conditions: time 0.5 hour. Product: FC(C1=CC=C(OC2=CC=C(OC(C(=O)O)C)C=C2)C=C1)(F)F (α-[4-(4-Trifluoromethylphenoxy)phenoxy]propionic Acid). The yield is 83.9%. Reaction SMILES: [F:1][C:2]([F:18])([F:17])[C:3]1[CH:16]=[CH:15][C:6]([O:7][C:8]2[CH:13]=[CH:12][C:11]([OH:14])=[CH:10][CH:9]=2)=[CH:5][CH:4]=1.Cl[CH:20]([CH3:24])[C:21]([OH:23])=[O:22].[OH-].[Na+]>>[F:1][C:2]([F:17])([F:18])[C:3]1[CH:16]=[CH:15][C:6]([O:7][C:8]2[CH:9]=[CH:10][C:11]([O:14][CH:20]([CH3:24])[C:21]([OH:23])=[O:22])=[CH:12][CH:13]=2)=[CH:5][CH:4]=1 |f:2.3|. Procedure: 5.1 g of 4-(4-trifluoromethylphenoxy)phenol and 2.1 g of α-chloropropionic acid were heated at 80° C. with stirring, and 6.2 g of a 30% aqueous solution of sodium hydroxide was added. The reaction was carried out for 0.5 hour at 90° to 95° C. After allowing the reaction mixture to cool, the resulting solid precipitate was withdrawn, and washed with a small amount of methanol. The precipitate was dried overnight at reduced pressure to afford 5.3 g (yield: 81.5%) of the final product having a melt... Reactants: CC(C)(C)[Si](C)(C)Cl, ClCCl, CCOC(=O)CC(C)O, c1c[nH]cn1. The product is CCOC(=O)CC(C)O[Si](C)(C)C(C)(C)C. As a reaction SMILES: [C:1]([CH3:2])([CH3:3])([CH3:4])[Si:5]([CH3:6])([CH3:7])[Cl:8].[Cl:23][CH2:24][Cl:25].[OH:9][CH:10]([CH2:11][C:12](=[O:13])[O:14][CH2:15][CH3:16])[CH3:17].[nH:18]1[cH:19][cH:20][n:21][cH:22]1>>[C:1]([CH3:2])([CH3:3])([CH3:4])[Si:5]([CH3:6])([CH3:7])[O:9][CH:10]([CH2:11][C:12](=[O:13])[O:14][CH2:15][CH3:16])[CH3:17]. Reactants: FC(C1=C(CN2N=CC3=CC(=CC=C23)C=C2C(N=C(S2)SC)=O)C=CC(=C1)C(F)(F)F)(F)F (5-[1-(2,4-Bis-trifluoromethyl-benzyl)-1H-indazol-5-ylmethylene]-2-methylsulfanyl-thiazol-4-one), N1CCC(CC1)C(=O)N (piperidine-4-carboxylic acid amide). Yields the product FC(C1=C(CN2N=CC3=CC(=CC=C23)C=C2C(N=C(S2)N2CCC(CC2)C(=O)N)=O)C=CC(=C1)C(F)(F)F)(F)F (1-{5-[1-(2,4-Bis-trifluoromethyl-benzyl)-1H-indazol-5-ylmethylene]-4-oxo-4,5-dihydro-thiazol-2-yl}-piperidine-4-carboxylic acid amide). RXN SMILES: [F:1][C:2]([F:33])([F:32])[C:3]1[CH:27]=[C:26]([C:28]([F:31])([F:30])[F:29])[CH:25]=[CH:24][C:4]=1[CH2:5][N:6]1[C:14]2[C:9](=[CH:10][C:11]([CH:15]=[C:16]3[S:20][C:19](SC)=[N:18][C:17]3=[O:23])=[CH:12][CH:13]=2)[CH:8]=[N:7]1.[NH:34]1[CH2:39][CH2:38][CH:37]([C:40]([NH2:42])=[O:41])[CH2:36][CH2:35]1>>[F:33][C:2]([F:1])([F:32])[C:3]1[CH:27]=[C:26]([C:28]([F:29])([F:31])[F:30])[CH:25]=[CH:24][C:4]=1[CH2:5][N:6]1[C:14]2[C:9](=[CH:10][C:11]([CH:15]=[C:16]3[S:20][C:19]([N:34]4[CH2:39][CH2:38][CH:37]([C:40]([NH2:42])=[O:41])[CH2:36][CH2:35]4)=[N:18][C:17]3=[O:23])=[CH:12][CH:13]=2)[CH:8]=[N:7]1. Procedure: 1-{5-[1-(2,4-Bis-trifluoromethyl-benzyl)-1H-indazol-5-ylmethylene]-4-oxo-4,5-dihydro-thiazol-2-yl}-piperidine-4-carboxylic acid amide was prepared from 5-[1-(2,4-Bis-trifluoromethyl-benzyl)-1H-indazol-5-ylmethylene]-2-methylsulfanyl-thiazol-4-one and piperidine-4-carboxylic acid amide following General Procedure B. Reactants: CC1CCC(N)CC1, CS(=O)(=O)c1ncc(C#Cc2ccccc2)cn1. Yields the product CC1CCC(Nc2ncc(C#Cc3ccccc3)cn2)CC1. As a reaction SMILES: [CH3:19][CH:20]1[CH2:21][CH2:22][CH:23]([NH2:26])[CH2:24][CH2:25]1.[CH3:1][S:2](=[O:3])(=[O:4])[c:5]1[n:6][cH:7][c:8]([C:11]#[C:12][c:13]2[cH:14][cH:15][cH:16][cH:17][cH:18]2)[cH:9][n:10]1>>[c:5]1([NH:26][CH:23]2[CH2:22][CH2:21][CH:20]([CH3:19])[CH2:25][CH2:24]2)[n:6][cH:7][c:8]([C:11]#[C:12][c:13]2[cH:14][cH:15][cH:16][cH:17][cH:18]2)[cH:9][n:10]1.